Task: describe an organic reaction: reactants, conditions, products, and yield. Dataset: the Open Reaction Database (ORD), a public repository of structured organic reaction records The reactants are NC1=NC(=C(C(=N1)Cl)C1=C(C=C(C=C1)Cl)Cl)Cl (2-Amino-5-(2,4-dichlorophenyl) -4,6-dichloropyrimidine), [Na].CS (methanethiol sodium salt), COCCOCCN(CCOCCOC)CCOCCOC (tris[2-(2-methoxyethoxy) ethyl]amine). Reagents/catalysts: [Cu] (copper). Solvent: C1CCOC1 (THF). Conditions: temperature 180 celsius. The product is NC1=NC(=C(C(=N1)Cl)C1=C(C=C(C=C1)Cl)Cl)SC (2-Amino-4-chloro-5-(2,4-dichlorophenyl)-6-methylthiopyrimidine). Isolated yield 51.4%. RXN SMILES: [NH2:1][C:2]1[N:7]=[C:6]([Cl:8])[C:5]([C:9]2[CH:14]=[CH:13][C:12]([Cl:15])=[CH:11][C:10]=2[Cl:16])=[C:4](Cl)[N:3]=1.[Na].[CH3:19][SH:20].COCCOCCN(CCOCCOC)CCOCCOC>[Cu].C1COCC1>[NH2:1][C:2]1[N:7]=[C:6]([Cl:8])[C:5]([C:9]2[CH:14]=[CH:13][C:12]([Cl:15])=[CH:11][C:10]=2[Cl:16])=[C:4]([S:20][CH3:19])[N:3]=1 |f:1.2,^1:17|. Reported procedure: A mixture of 2-amino-5-(2,4-dichlorophenyl) -4,6-dichlorohyrimidine (0.5 g) (Example 32) THF (15 ml), methanethiol sodium salt (0.113 g) , copper powder (0.05 g) and tris[2-(2-methoxyethoxy) ethyl]amine (0.1 g) was heated in an autoclave at 180° C. for 18 hours. The cooled reaction mixture was filtered, evaporated and the residue purified by flash column chromatography to give the title compound (0.262 g, 52%), mp. 201°-202° C. (softens at 196° C.). Microanalysis: Product: COC(=O)c1cccc2c1c1c(n2CC2CCCC2)CCCC1=O. Reaction SMILES: [C:1](=[O:2])([O:3][CH3:4])[c:5]1[c:6]2[c:7]3[c:12]([nH:13][c:14]2[cH:15][cH:16][cH:17]1)[CH2:11][CH2:10][CH2:9][C:8]3=[O:18].[C:34](=[O:35])([O-:36])[O-:37].[CH:27]1([CH2:32][Cl:33])[CH2:28][CH2:29][CH2:30][CH2:31]1.[Cs+:38].[Cs+:39].[I-:19].[K+:21].[K+:22].[Na+:20].[O-:23][C:24]([O-:25])=[O:26].[O:40]=[CH:41][N:42]([CH3:43])[CH3:44].[OH2:45]>>[C:1](=[O:2])([O:3][CH3:4])[c:5]1[c:6]2[c:7]3[c:12]([n:13]([CH2:32][CH:27]4[CH2:28][CH2:29][CH2:30][CH2:31]4)[c:14]2[cH:15][cH:16][cH:17]1)[CH2:11][CH2:10][CH2:9][C:8]3=[O:18]. Starting materials: COC(=O)c1cccc2[nH]c3c(c12)C(=O)CCC3, O=C([O-])[O-], ClCC1CCCC1, [Cs+], [Cs+], [I-], [K+], [K+], [Na+], O=C([O-])[O-], CN(C)C=O, O. The reactants are [C-]#N, [C-]#N, CN1CCCC1=O, COCC(C1CC1)n1cc(Cl)nc(Nc2cc(C)c(OC(F)F)nc2C)c1=O, ClCCl, [Zn+2]. The product is COCC(C1CC1)n1cc(C#N)nc(Nc2cc(C)c(OC(F)F)nc2C)c1=O. As a reaction SMILES: [C-:39]#[N:40].[C-:42]#[N:43].[CH3:32][N:33]1[CH2:34][CH2:35][CH2:36][C:37]1=[O:38].[Cl:1][c:2]1[n:3][c:4]([NH:16][c:17]2[c:18]([CH3:28])[n:19][c:20]([O:24][CH:25]([F:26])[F:27])[c:21]([CH3:23])[cH:22]2)[c:5](=[O:15])[n:6]([CH:8]([CH2:9][O:10][CH3:11])[CH:12]2[CH2:13][CH2:14]2)[cH:7]1.[Cl:29][CH2:30][Cl:31].[Zn+2:41]>>[c:2]1([C:32]#[N:33])[n:3][c:4]([NH:16][c:17]2[c:18]([CH3:28])[n:19][c:20]([O:24][CH:25]([F:26])[F:27])[c:21]([CH3:23])[cH:22]2)[c:5](=[O:15])[n:6]([CH:8]([CH2:9][O:10][CH3:11])[CH:12]2[CH2:13][CH2:14]2)[cH:7]1. Starting materials: BrC=1C=CC(=C(CCl)C1)OCOC (5-bromo-2-methoxymethoxybenzyl chloride), [C-]#N.[Na+] (sodium cyanide), ClCCl (dichloromethane), CS(=O)C (DMSO). Run in O (water). Run at time 3 hour. Product: BrC=1C=CC(=C(CC#N)C1)OCOC (5-bromo-2-methoxymethoxybenzyl cyanide). The yield is 97.9%. Reaction SMILES: [Br:1][C:2]1[CH:3]=[CH:4][C:5]([O:10][CH2:11][O:12][CH3:13])=[C:6]([CH:9]=1)[CH2:7]Cl.[C-:14]#[N:15].[Na+].ClCCl.CS(C)=O>O>[Br:1][C:2]1[CH:3]=[CH:4][C:5]([O:10][CH2:11][O:12][CH3:13])=[C:6]([CH:9]=1)[CH2:7][C:14]#[N:15] |f:1.2|. Procedure: To a mixture of 5-bromo-2-methoxymethoxybenzyl chloride (21.6 g), sodium cyanide (8.33 g) and dichloromethane (10 ml) was added, at 15° to 20° C., DMSO (80 ml), followed by stirring for 3 hours at room temperature. The mixture was poured into water, which was subjected to extraction with ethyl acetate. The extract solution was washed with water, dried (anhydrous magnesium sulfate) and concentrated to leave an oily product. The oily product was purified by means of a silica gel column chromatogra... Starting materials: CS(=O)(=O)C=1C=NC2=CC=C(C=C2C1C1=CC=CC=C1)C=O (3-methanesulfonyl-4-phenyl-quinoline-6-carbaldehyde), S1C(=S)NC(=O)C1 (rhodanine), C(C)(=O)[O-].[Na+] (sodium acetate). Run in C(C)(=O)O (acetic acid). Product: CS(=O)(=O)C=1C=NC2=CC=C(C=C2C1C1=CC=CC=C1)C=C1C(NC(S1)=S)=O (5-(3-methanesulfonyl-4-phenyl-quinolin-6-ylmethylene)-2-thioxo-thiazolidin-4-one). Yield: 76.9%. Reaction SMILES: [CH3:1][S:2]([C:5]1[CH:6]=[N:7][C:8]2[C:13]([C:14]=1[C:15]1[CH:20]=[CH:19][CH:18]=[CH:17][CH:16]=1)=[CH:12][C:11]([CH:21]=O)=[CH:10][CH:9]=2)(=[O:4])=[O:3].[S:23]1[CH2:29][C:27](=[O:28])[NH:26][C:24]1=[S:25].C([O-])(=O)C.[Na+]>C(O)(=O)C>[CH3:1][S:2]([C:5]1[CH:6]=[N:7][C:8]2[C:13]([C:14]=1[C:15]1[CH:16]=[CH:17][CH:18]=[CH:19][CH:20]=1)=[CH:12][C:11]([CH:21]=[C:29]1[S:23][C:24](=[S:25])[NH:26][C:27]1=[O:28])=[CH:10][CH:9]=2)(=[O:4])=[O:3] |f:2.3|. Reported procedure: A mixture of 3-methanesulfonyl-4-phenyl-quinoline-6-carbaldehyde (example 611,78 mg, 0.25 mmol), rhodanine (67 mg, 0.50 mmol), sodium acetate (82 mg, 1.0 mmol), and acetic acid (2.5 mL) was heated under the microwave irradiation at 160 degrees for 40 min. After cooling to about room temperature, the reaction mixture was filtered, and the solid was collected, washed with water, dried to give 5-(3-methanesulfonyl-4-phenyl-quinolin-6-ylmethylene)-2-thioxo-thiazolidin-4-one (82 mg, 76%) with a yello... Starting materials: C1(=CC=CC=C1)C(N1C=NC(=C1)C=O)(C1=CC=CC=C1)C1=CC=CC=C1 (1-(triphenylmethyl)-1H-imidazol-4-carboxaldehyde), [Br-].C(C1=CC=CC=C1)OCCC[P+](C1=CC=CC=C1)(C1=CC=CC=C1)C1=CC=CC=C1 ((3-benzyloxypropyl)triphenyl phosphonium bromide), solution, CC(C)([O-])C.[K+] (potassium t-butoxide). Solvent: O1CCCC1 (tetrahydrofuran), O1CCCC1 (tetrahydrofuran). Reaction conditions: temperature 15 celsius, time 2 hour. The product is C1(=CC=CC=C1)COCC\C=C/C=1N=CN(C1)C(C1=CC=CC=C1)(C1=CC=CC=C1)C1=CC=CC=C1 (4-[(Z)-4-(phenylmethoxy)-1-butenyl]-1-(triphenylmethyl)-1H-imidazole). As a reaction SMILES: [C:1]1([C:7]([C:21]2[CH:26]=[CH:25][CH:24]=[CH:23][CH:22]=2)([C:15]2[CH:20]=[CH:19][CH:18]=[CH:17][CH:16]=2)[N:8]2[CH:12]=[C:11]([CH:13]=O)[N:10]=[CH:9]2)[CH:6]=[CH:5][CH:4]=[CH:3][CH:2]=1.[Br-].[CH2:28]([O:35][CH2:36][CH2:37][CH2:38][P+](C1C=CC=CC=1)(C1C=CC=CC=1)C1C=CC=CC=1)[C:29]1[CH:34]=[CH:33][CH:32]=[CH:31][CH:30]=1.CC(C)([O-])C.[K+]>O1CCCC1>[C:29]1([CH2:28][O:35][CH2:36][CH2:37]/[CH:38]=[CH:13]\[C:11]2[N:10]=[CH:9][N:8]([C:7]([C:1]3[CH:6]=[CH:5][CH:4]=[CH:3][CH:2]=3)([C:15]3[CH:16]=[CH:17][CH:18]=[CH:19][CH:20]=3)[C:21]3[CH:26]=[CH:25][CH:24]=[CH:23][CH:22]=3)[CH:12]=2)[CH:30]=[CH:31][CH:32]=[CH:33][CH:34]=1 |f:1.2,3.4|. Reported procedure: To a mechanically stirred solution of the aldehyde (16) (19.65 g, 58.1 mmol) in dry tetrahydrofuran (1 L), was added (3-benzyloxypropyl)triphenyl phosphonium bromide (30.02 g, 61.1 mmol). The resulting suspension was cooled to 15° C., and then a 1.0M solution (61.4 mL; 61.4 mmol) of potassium t-butoxide in tetrahydrofuran was added over five minutes. The reaction mixture was allowed to warm to room temperature and was stirred for 2 h. The reaction mixture was filtered through Celite; the filter ... The reactants are C1CCNCC1, O=Cc1cccc(Cl)c1, CCC(=O)CC(=O)OCc1ccccc1, O, Cc1ccc(S(=O)(=O)O)cc1, c1ccccc1. Product: CCC(=O)C(=Cc1cccc(Cl)c1)C(=O)OCc1ccccc1. Reaction SMILES: [CH2:25]1[CH2:26][CH2:27][NH:28][CH2:29][CH2:30]1.[Cl:16][c:17]1[cH:18][c:19]([CH:20]=[O:21])[cH:22][cH:23][cH:24]1.[O:1]=[C:2]([CH2:3][C:4](=[O:5])[O:6][CH2:7][c:8]1[cH:9][cH:10][cH:11][cH:12][cH:13]1)[CH2:14][CH3:15].[OH2:48].[c:31]1([CH3:32])[cH:33][cH:34][c:35]([S:36]([OH:37])(=[O:38])=[O:39])[cH:40][cH:41]1.[cH:42]1[cH:43][cH:44][cH:45][cH:46][cH:47]1>>[O:1]=[C:2]([C:3]([C:4](=[O:5])[O:6][CH2:7][c:8]1[cH:9][cH:10][cH:11][cH:12][cH:13]1)=[CH:20][c:19]1[cH:18][c:17]([Cl:16])[cH:24][cH:23][cH:22]1)[CH2:14][CH3:15].